From a dataset of the Open Reaction Database (ORD), a public repository of structured organic reaction records. describe an organic reaction: reactants, conditions, products, and yield The yield is 47.8%. Starting materials: C(C)C(=O)C (methyl ethyl ketone), OC1=CC=C(C=C1)C1C(CSC2=CC(=CC=C12)OCOC)(C)C1=CC=C(C=C1)OCOC ((3RS,4RS)-4-(4-hydroxyphenyl)-7-methoxymethyloxy-3-[4-(methoxymethyloxy)phenyl]-3-methyl-thiochroman), C([O-])([O-])=O.[K+].[K+] (potassium carbonate), BrCCCl (1-bromo-2-chloroethane). Procedure details: To methyl ethyl ketone solution (3 ml) of (3RS,4RS)-4-(4-hydroxyphenyl)-7-methoxymethyloxy-3-[4-(methoxymethyloxy)phenyl]-3-methyl-thiochroman (126 mg, 0.28 mmol) were added potassium carbonate (96 mg, 0.70 mmol) and 1-bromo-2-chloroethane (115 ml, 1.38 mmol), and the mixture was heated under refluxing for 70 hours. After adding water, the reaction solution was extracted with ethyl acetate. The extract was distilled under reduced pressure to remove the solvent and the crude product thus obtained... Run in O (water). As a reaction SMILES: C(C(C)=O)C.[OH:6][C:7]1[CH:12]=[CH:11][C:10]([CH:13]2[C:22]3[C:17](=[CH:18][C:19]([O:23][CH2:24][O:25][CH3:26])=[CH:20][CH:21]=3)[S:16][CH2:15][C:14]2([C:28]2[CH:33]=[CH:32][C:31]([O:34][CH2:35][O:36][CH3:37])=[CH:30][CH:29]=2)[CH3:27])=[CH:9][CH:8]=1.C(=O)([O-])[O-].[K+].[K+].Br[CH2:45][CH2:46][Cl:47]>O>[Cl:47][CH2:46][CH2:45][O:6][C:7]1[CH:12]=[CH:11][C:10]([CH:13]2[C:22]3[C:17](=[CH:18][C:19]([O:23][CH2:24][O:25][CH3:26])=[CH:20][CH:21]=3)[S:16][CH2:15][C:14]2([C:28]2[CH:29]=[CH:30][C:31]([O:34][CH2:35][O:36][CH3:37])=[CH:32][CH:33]=2)[CH3:27])=[CH:9][CH:8]=1 |f:2.3.4|. The product is ClCCOC1=CC=C(C=C1)C1C(CSC2=CC(=CC=C12)OCOC)(C)C1=CC=C(C=C1)OCOC ((3RS,4RS)-4-[4-(2-chloroethyloxy)phenyl]-7-methoxymethyloxy-3-[4-(methoxymethyloxy)phenyl]-3-methylthiochroman). The reactants are CSC=1SC2=C(N1)C=CC(=C2)CC2=CN=C1N2N=C(C=C1)C#N (3-((2-(methylthio)benzo[d]thiazol-6-yl)methyl)imidazo[1,2-b]pyridazine-6-carbonitrile), C1=CC(=CC(=C1)Cl)C(=O)OO (m-CPBA), [O-]S(=O)[O-].[Na+].[Na+] (Na2SO3). Solvent: C(Cl)Cl (DCM). Run at temperature 0 celsius, time 2 hour. Product: CS(=O)C=1SC2=C(N1)C=CC(=C2)CC2=CN=C1N2N=C(C=C1)C#N (3-((2-(methylsulfinyl)benzo[d]thiazol-6-yl)methyl)imidazo[1,2-b]pyridazine-6-carbonitrile). Yield: 94.3%. RXN SMILES: [CH3:1][S:2][C:3]1[S:4][C:5]2[CH:11]=[C:10]([CH2:12][C:13]3[N:17]4[N:18]=[C:19]([C:22]#[N:23])[CH:20]=[CH:21][C:16]4=[N:15][CH:14]=3)[CH:9]=[CH:8][C:6]=2[N:7]=1.C1C=C(Cl)C=C(C(OO)=[O:32])C=1.[O-]S([O-])=O.[Na+].[Na+]>C(Cl)Cl>[CH3:1][S:2]([C:3]1[S:4][C:5]2[CH:11]=[C:10]([CH2:12][C:13]3[N:17]4[N:18]=[C:19]([C:22]#[N:23])[CH:20]=[CH:21][C:16]4=[N:15][CH:14]=3)[CH:9]=[CH:8][C:6]=2[N:7]=1)=[O:32] |f:2.3.4|. Procedure details: To a solution of 3-((2-(methylthio)benzo[d]thiazol-6-yl)methyl)imidazo[1,2-b]pyridazine-6-carbonitrile (0.7 g, 2.1 mmol) in DCM (30 mL) at 0° C. was slowly added m-CPBA (0.4 g, 2.1 mmol). The reaction mixture was stirred at 0° C. for 2 h, then aq Na2SO3 (25 mL) was added and the mixture was stirred for 0.5 h. The organic layer was separated and dried over Na2SO4, filtered and concentrated under reduced pressure. The residue was purified by silica gel chromatography eluting with 50:1 to 20:1 DCM/... The reactants are FC1=CC=C(C=C1)C=1N=C(NC1)NC(C)=O (N-[4-(4-fluorphenyl)-1H-imidazole-2-yl]acetamide), C(C)O (ethanol), Cl (HCl). The product is [Cl-].FC1=CC=C(C=C1)C=1N=C(NC1)[NH3+] (4-(4-fluorphenyl)-1H-imid azole-2-aminium chloride). Reaction SMILES: [F:1][C:2]1[CH:7]=[CH:6][C:5]([C:8]2[N:9]=[C:10]([NH:13]C(=O)C)[NH:11][CH:12]=2)=[CH:4][CH:3]=1.C(O)C.[ClH:20]>>[Cl-:20].[F:1][C:2]1[CH:3]=[CH:4][C:5]([C:8]2[N:9]=[C:10]([NH3+:13])[NH:11][CH:12]=2)=[CH:6][CH:7]=1 |f:3.4|. Procedure details: 1.0 g (4.56 mmol) N-[4-(4-fluorphenyl)-1H-imidazole-2-yl]acetamide were suspended in 30 ml 2 N HCl and 30 ml ethanol and were stirred at 80° C. for 2 hours. After removal of the solvent under vacuum, 0.97 g 4-(4-fluorphenyl)-1H-imid azole-2-aminium chloride were obtained, which was used in the following reaction without further purification. Reactants: CCN=C=NCCCN(C)C, CCN(C(C)C)C(C)C, Cl, O=C(O)c1ccc(C(F)(F)F)cc1, O=C(NCC(=O)N1CCNCC1)c1ccc(-c2ccccc2)cc1, CN(C)C=O, O, On1nnc2ccccc21. Product: O=C(NCC(=O)N1CCN(C(=O)c2ccc(C(F)(F)F)cc2)CC1)c1ccc(-c2ccccc2)cc1. Reaction SMILES: [CH3:33][CH2:34][N:35]=[C:36]=[N:37][CH2:38][CH2:39][CH2:40][N:41]([CH3:42])[CH3:43].[CH:1]([N:2]([CH2:3][CH3:4])[CH:5]([CH3:6])[CH3:7])([CH3:8])[CH3:9].[ClH:44].[F:10][C:11]([c:12]1[cH:13][cH:14][c:15]([C:16](=[O:17])[OH:18])[cH:19][cH:20]1)([F:21])[F:22].[O:45]=[C:46]([CH2:47][NH:48][C:49](=[O:50])[c:51]1[cH:52][cH:53][c:54](-[c:57]2[cH:58][cH:59][cH:60][cH:61][cH:62]2)[cH:55][cH:56]1)[N:63]1[CH2:64][CH2:65][NH:66][CH2:67][CH2:68]1.[O:69]=[CH:70][N:71]([CH3:72])[CH3:73].[OH2:74].[OH:23][n:24]1[c:25]2[c:26]([cH:27][cH:28][cH:29][cH:30]2)[n:31][n:32]1>>[F:10][C:11]([c:12]1[cH:13][cH:14][c:15]([C:16](=[O:18])[N:66]2[CH2:65][CH2:64][N:63]([C:46](=[O:45])[CH2:47][NH:48][C:49](=[O:50])[c:51]3[cH:52][cH:53][c:54](-[c:57]4[cH:58][cH:59][cH:60][cH:61][cH:62]4)[cH:55][cH:56]3)[CH2:68][CH2:67]2)[cH:19][cH:20]1)([F:21])[F:22]. Starting materials: FC(C(C)(O)C1=CC=C(C=C1)N1[C@H](CN(CC1)S(=O)(=O)C=1SC=CC1)CNC(C)C)(F)F (1,1,1-trifluoro-2-(4-((2S)-2-(((1-methylethyl)amino)methyl)-4-(2-thiophenylsulfonyl)-1-piperazinyl)phenyl)-2-propanol), CS(=O)(=O)Cl (methanesulfonyl chloride), CCN(C(C)C)C(C)C (Hünig's base). The reagents and catalysts are CN(C1=CC=NC=C1)C (4-dimethylaminopyridine). Run in C(Cl)Cl (CH2Cl2). Conditions: time 20 minute. The product is CC(C)N(S(=O)(=O)C)C[C@@H]1N(CCN(C1)S(=O)(=O)C=1SC=CC1)C1=CC=C(C=C1)C(C(F)(F)F)(C)O (N-(1-methylethyl)-N-(((2R)-4-(2-thiophenylsulfonyl)-1-(4-(2,2,2-trifluoro-1-hydroxy-1-methylethyl)phenyl)-2-piperazinyl)methyl)methanesulfonamide). Isolated yield 63.3%. RXN SMILES: [F:1][C:2]([F:32])([F:31])[C:3]([C:6]1[CH:11]=[CH:10][C:9]([N:12]2[CH2:17][CH2:16][N:15]([S:18]([C:21]3[S:22][CH:23]=[CH:24][CH:25]=3)(=[O:20])=[O:19])[CH2:14][C@@H:13]2[CH2:26][NH:27][CH:28]([CH3:30])[CH3:29])=[CH:8][CH:7]=1)([OH:5])[CH3:4].[CH3:33][S:34](Cl)(=[O:36])=[O:35].CCN(C(C)C)C(C)C>C(Cl)Cl.CN(C)C1C=CN=CC=1>[CH3:30][CH:28]([N:27]([CH2:26][C@H:13]1[CH2:14][N:15]([S:18]([C:21]2[S:22][CH:23]=[CH:24][CH:25]=2)(=[O:20])=[O:19])[CH2:16][CH2:17][N:12]1[C:9]1[CH:8]=[CH:7][C:6]([C:3]([OH:5])([CH3:4])[C:2]([F:1])([F:31])[F:32])=[CH:11][CH:10]=1)[S:34]([CH3:33])(=[O:36])=[O:35])[CH3:29]. Procedure details: To a solution of 1,1,1-trifluoro-2-(4-((2S)-2-(((1-methylethyl)amino)methyl)-4-(2-thiophenylsulfonyl)-1-piperazinyl)phenyl)-2-propanol (0.150 g, 0.305 mmol) in CH2Cl2 (5.0 mL) was added 4-dimethylaminopyridine (7.5 mg, 0.062 mmol), methanesulfonyl chloride (0.05 mL, 0.61 mmol, Aldrich, St. Louis, Mo.), and Hünig's base (0.2 mL, 0.9 mmol). The reaction mixture was stirred at room 20 min and then the solvent was removed in vacuo. The crude product was purified by column chromatography (40 g of sil...